From a dataset of the Open Reaction Database (ORD), a public repository of structured organic reaction records. describe an organic reaction: reactants, conditions, products, and yield The reactants are Cl.O(C)N (Methoxylamine hydrochloride), ClC1=CC=C(C=C1)C(=O)C1CC1 ((4-chlorophenyl)(cyclopropyl)methanone). The solvent is N1=CC=CC=C1 (pyridine). Run at temperature 25 celsius, time 24 hour. Product: CON=C(C1CC1)C1=CC=C(C=C1)Cl ((4-chlorophenyl)(cyclopropyl)methanone O-methyl oxime). Yield: 87.4%. As a reaction SMILES: Cl.[O:2]([NH2:4])[CH3:3].[Cl:5][C:6]1[CH:11]=[CH:10][C:9]([C:12]([CH:14]2[CH2:16][CH2:15]2)=O)=[CH:8][CH:7]=1>N1C=CC=CC=1>[CH3:3][O:2][N:4]=[C:12]([C:9]1[CH:8]=[CH:7][C:6]([Cl:5])=[CH:11][CH:10]=1)[CH:14]1[CH2:16][CH2:15]1 |f:0.1|. Procedure details: Methoxylamine hydrochloride (2.004 g) was added to (4-chlorophenyl)(cyclopropyl)methanone (2.71 g) in pyridine (60 mL) at 25° C. The resulting solution was stirred at 25° C. for 24 hours. The pyridine was removed in vacuo, and the residual solid extracted with ether. Filtration and evaporation of the solvent gave the crude (4-chlorophenyl)(cyclopropyl)methanone O-methyl oxime (2.75 g, 87%) as a yellow oil. This material was used directly in the next step without further purification. Starting materials: CC(C)OC(N[C@H]1CN(CCC1)C1=NC(=NC(=C1)C1=CC(=C(C=C1)C#N)F)N)=O (1-methylethyl{(3R)-1-[2-amino-6-(4-cyano-3-fluorophenyl)-4-pyrimidinyl]-3-piperidinyl}carbamate), NN (hydrazine). Run in C(C)O (ethanol). Run at temperature 100 celsius. Yields the product CC(C)OC(N[C@H]1CN(CCC1)C1=NC(=NC(=C1)C1=CC=C2C(=NNC2=C1)N)N)=O (1-Methylethyl{(3R)-1-[2-amino-6-(3-amino-1H-indazol-6-yl)-4-pyrimidinyl]-3-piperidinyl}carbamate). Reaction SMILES: [CH3:1][CH:2]([O:4][C:5](=[O:29])[NH:6][C@@H:7]1[CH2:12][CH2:11][CH2:10][N:9]([C:13]2[CH:18]=[C:17]([C:19]3[CH:24]=[CH:23][C:22]([C:25]#[N:26])=[C:21](F)[CH:20]=3)[N:16]=[C:15]([NH2:28])[N:14]=2)[CH2:8]1)[CH3:3].[NH2:30][NH2:31]>C(O)C>[CH3:3][CH:2]([O:4][C:5](=[O:29])[NH:6][C@@H:7]1[CH2:12][CH2:11][CH2:10][N:9]([C:13]2[CH:18]=[C:17]([C:19]3[CH:24]=[C:23]4[C:22]([C:25]([NH2:26])=[N:30][NH:31]4)=[CH:21][CH:20]=3)[N:16]=[C:15]([NH2:28])[N:14]=2)[CH2:8]1)[CH3:1]. Procedure: Into a 5 mL sealable vial was added 1-methylethyl{(3R)-1-[2-amino-6-(4-cyano-3-fluorophenyl)-4-pyrimidinyl]-3-piperidinyl}carbamate (116 mg, 0.291 mmol) followed by ethanol (3 mL) and hydrazine (0.428 mL, 8.73 mmol). The mixture was then capped and heated at 100° C. overnight. The reaction was concentrated, then dissolved in 2 mL of DMSO and purified on HPLC (HPLC condition: open-access Gilson using Trilution software with a Sunfire 5u C18(2) 100A. 50×30.00 mm 5 micron. 7.3-minute run (47 mL/min... Starting materials: BrC=1C=NC=CC1C=O (3-bromo-pyridine-4-carbaldehyde), C1(=CC=CC=C1)CCC[Mg]Br (3-phenyl-propyl magnesium bromide). Yields the product BrC=1C=NC=CC1C(CCCC1=CC=CC=C1)O (1-(3-Bromo-pyridin-4-yl)-4-phenyl-butan-1-ol). As a reaction SMILES: [Br:1][C:2]1[CH:3]=[N:4][CH:5]=[CH:6][C:7]=1[CH:8]=[O:9].[C:10]1([CH2:16][CH2:17][CH2:18][Mg]Br)[CH:15]=[CH:14][CH:13]=[CH:12][CH:11]=1>>[Br:1][C:2]1[CH:3]=[N:4][CH:5]=[CH:6][C:7]=1[CH:8]([OH:9])[CH2:18][CH2:17][CH2:16][C:10]1[CH:15]=[CH:14][CH:13]=[CH:12][CH:11]=1. Procedure: Prepared according to the procedure described in Example 5, Step 1, using the following starting materials: 3-bromo-pyridine-4-carbaldehyde and 3-phenyl-propyl magnesium bromide.